describe an organic reaction: reactants, conditions, products, and yield From a dataset of the Open Reaction Database (ORD), a public repository of structured organic reaction records. The reactants are O=[N+]([O-])c1ccccc1Cl, O=CN1CCNCC1, CN(C)C=O, O. The product is O=CN1CCN(c2ccccc2[N+](=O)[O-])CC1. As a reaction SMILES: [Cl:1][c:2]1[c:3]([N+:8](=[O:9])[O-:10])[cH:4][cH:5][cH:6][cH:7]1.[N:11]1([CH:17]=[O:18])[CH2:12][CH2:13][NH:14][CH2:15][CH2:16]1.[O:19]=[CH:20][N:21]([CH3:22])[CH3:23].[OH2:24]>>[c:2]1([N:14]2[CH2:13][CH2:12][N:11]([CH:17]=[O:18])[CH2:16][CH2:15]2)[c:3]([N+:8](=[O:9])[O-:10])[cH:4][cH:5][cH:6][cH:7]1. Starting materials: BrC=1C=NC=2N(C1)N=C(C2)C(=O)O (6-bromo-pyrazolo[1,5-a]pyrimidine-2-carboxylic acid), CC1NCCC2=C(C=CC=C12)C=1C(=NNC1)C (1-Methyl-5-(3-methyl-1H-pyrazol-4-yl)-1,2,3,4-tetrahydro-isoquinoline). Yields the product BrC=1C=NC=2N(C1)N=C(C2)C(=O)N2C(C1=CC=CC(=C1CC2)C=2C(=NNC2)C)C ((6-Bromo-pyrazolo[1,5-a]pyrimidin-2-yl)-[1-methyl-5-(3-methyl-1H-pyrazol-4-yl)-3,4-dihydro-1H-isoquinolin-2-yl]-methanone). As a reaction SMILES: [Br:1][C:2]1[CH:3]=[N:4][C:5]2[N:6]([N:8]=[C:9]([C:11]([OH:13])=O)[CH:10]=2)[CH:7]=1.[CH3:14][CH:15]1[C:24]2[C:19](=[C:20]([C:25]3[C:26]([CH3:30])=[N:27][NH:28][CH:29]=3)[CH:21]=[CH:22][CH:23]=2)[CH2:18][CH2:17][NH:16]1>>[Br:1][C:2]1[CH:3]=[N:4][C:5]2[N:6]([N:8]=[C:9]([C:11]([N:16]3[CH2:17][CH2:18][C:19]4[C:24](=[CH:23][CH:22]=[CH:21][C:20]=4[C:25]4[C:26]([CH3:30])=[N:27][NH:28][CH:29]=4)[CH:15]3[CH3:14])=[O:13])[CH:10]=2)[CH:7]=1. Procedure: In close analogy to the procedure described in Example 1, 6-bromo-pyrazolo[1,5-a]pyrimidine-2-carboxylic acid is reacted with 1-Methyl-5-(3-methyl-1H-pyrazol-4-yl)-1,2,3,4-tetrahydro-isoquinoline to provide the title compound in moderate yield. The reactants are CC(=O)O[BH-](OC(C)=O)OC(C)=O, CCOC(=O)C1CCN(C(=O)c2cccc(C(c3cccc(O)c3)N3CC(C)NCC3C)c2)CC1, CC(=O)O, CN(C)C=O, O=Cc1cccc(F)c1, [Na+]. The product is CCOC(=O)C1CCN(C(=O)c2cccc(C(c3cccc(O)c3)N3CC(C)N(Cc4cccc(F)c4)CC3C)c2)CC1. Reaction SMILES: [C:1]([O:2][BH-:3]([O:4][C:5](=[O:6])[CH3:7])[O:8][C:9](=[O:10])[CH3:11])(=[O:12])[CH3:13].[CH2:15]([CH3:16])[O:17][C:18](=[O:19])[CH:20]1[CH2:21][CH2:22][N:23]([C:26]([c:27]2[cH:28][c:29]([CH:33]([c:34]3[cH:35][c:36]([OH:40])[cH:37][cH:38][cH:39]3)[N:41]3[CH:42]([CH3:48])[CH2:43][NH:44][CH:45]([CH3:47])[CH2:46]3)[cH:30][cH:31][cH:32]2)=[O:49])[CH2:24][CH2:25]1.[CH3:59][C:60](=[O:61])[OH:62].[CH3:63][N:64]([CH3:65])[CH:66]=[O:67].[F:50][c:51]1[cH:52][c:53]([CH:54]=[O:55])[cH:56][cH:57][cH:58]1.[Na+:14]>>[CH2:15]([CH3:16])[O:17][C:18](=[O:19])[CH:20]1[CH2:21][CH2:22][N:23]([C:26]([c:27]2[cH:28][c:29]([CH:33]([c:34]3[cH:35][c:36]([OH:40])[cH:37][cH:38][cH:39]3)[N:41]3[CH:42]([CH3:48])[CH2:43][N:44]([CH2:54][c:53]4[cH:52][c:51]([F:50])[cH:58][cH:57][cH:56]4)[CH:45]([CH3:47])[CH2:46]3)[cH:30][cH:31][cH:32]2)=[O:49])[CH2:24][CH2:25]1. Starting materials: I.CSC=1NCCN1 (2-methylthioimidazoline, hydroiodide), FC(CNN)(F)F (2,2,2-trifluoroethyl hydrazine). The solvent is C(C)O (ethanol). Reaction conditions: time 30 minute. The product is I.FC(CNNC=1NCCN1)(F)F (4,5-dihydro-2-[2-(2,2,2-trifluoroethyl)hydrazino]-1H-imidazole, hydroiodide). As a reaction SMILES: [IH:1].CS[C:4]1[NH:5][CH2:6][CH2:7][N:8]=1.[F:9][C:10]([F:15])([F:14])[CH2:11][NH:12][NH2:13]>C(O)C>[IH:1].[F:9][C:10]([F:15])([F:14])[CH2:11][NH:12][NH:13][C:4]1[NH:5][CH2:6][CH2:7][N:8]=1 |f:0.1,4.5|. Procedure details: To a solution of 12.2 g of 2-methylthioimidazoline, hydroiodide in 30 ml of ethanol was slowly added 12.6 g of 2,2,2-trifluoroethyl hydrazine, dropwise over 30 minutes. This mixture was refluxed overnight, then evaporated to an oil which crystallized on standing, giving 4,5-dihydro-2-[2-(2,2,2-trifluoroethyl)hydrazino]-1H-imidazole, hydroiodide, a one gram portion of which was reacted as described in Example 33, giving 1.0 g of the desired product, mp>290° C.